This data is from the Open Reaction Database (ORD), a public repository of structured organic reaction records. The task is: describe an organic reaction: reactants, conditions, products, and yield Starting materials: CSC(=N)N[N+](=O)[O-], CCO, CN(C)Cc1ccc(CSCCN)s1. Product: CN(C)Cc1ccc(CSCCNC(=N)N[N+](=O)[O-])s1. Reaction SMILES: [CH3:1][S:2][C:3]([NH:4][N+:5](=[O:6])[O-:7])=[NH:8].[CH3:23][CH2:24][OH:25].[CH3:9][N:10]([CH3:11])[CH2:12][c:13]1[cH:14][cH:15][c:16]([CH2:18][S:19][CH2:20][CH2:21][NH2:22])[s:17]1>>[C:3]([NH:4][N+:5](=[O:6])[O-:7])(=[NH:8])[NH:22][CH2:21][CH2:20][S:19][CH2:18][c:16]1[cH:15][cH:14][c:13]([CH2:12][N:10]([CH3:9])[CH3:11])[s:17]1.